Dataset: the Open Reaction Database (ORD), a public repository of structured organic reaction records. Task: describe an organic reaction: reactants, conditions, products, and yield The reactants are CON(C(=O)C=1C=CC2=C(C=C(O2)CCN2[C@@H](CCC2)C)C1)C (N-methoxy-N-methyl-2-{2-[(2R)-2-methyl-1-pyrrolidinyl]ethyl}-1-benzofuran-5-carboxamide), CN(C1=CC=C(C=C1)[Mg]Br)C (4-(dimethylamino)phenylmagnesium bromide). The product is CN(C1=CC=C(C=C1)C(=O)C=1C=CC2=C(C=C(O2)CCN2[C@@H](CCC2)C)C1)C ([4-(dimethylamino)phenyl](2-{2-[(2R)-2-methyl-1-pyrrolidinyl]ethyl}-1-benzofuran-5-yl)methanone). Reaction SMILES: CON(C)[C:4]([C:6]1[CH:7]=[CH:8][C:9]2[O:13][C:12]([CH2:14][CH2:15][N:16]3[CH2:20][CH2:19][CH2:18][C@H:17]3[CH3:21])=[CH:11][C:10]=2[CH:22]=1)=[O:5].[CH3:24][N:25]([CH3:34])[C:26]1[CH:31]=[CH:30][C:29]([Mg]Br)=[CH:28][CH:27]=1>>[CH3:24][N:25]([CH3:34])[C:26]1[CH:31]=[CH:30][C:29]([C:4]([C:6]2[CH:7]=[CH:8][C:9]3[O:13][C:12]([CH2:14][CH2:15][N:16]4[CH2:20][CH2:19][CH2:18][C@H:17]4[CH3:21])=[CH:11][C:10]=3[CH:22]=2)=[O:5])=[CH:28][CH:27]=1. Reported procedure: The product from Example 71E and 4-(dimethylamino)phenylmagnesium bromide were processed as described in Example 71F to provide the title compound. 1HNMR (300 MHz, CD3OD) δ 1.44 (d, 3H), 1.73 (m, 1H), 1.80 (m, 2H), 2.15 (m, 2H), 2.35 (m, 1H), 3.18 (s, 6H), 3.50 (m, 2H), 3.55 (m, 1H), 3.80 (m, 2H), 6.80 (dd, 2H), 6.85 (s, 1H), 7.56 (dd, 1H), 7.65 (dd, 1H), 7.75 (dd, 2H), 7.95 (d, 1H); MS (ESI) m/z 377 (M+H)+. Reactants: C(C)NC(NC1=CC=C(C=C1)C=1N=C(C2=C(N1)CN(CC2)C(=O)OC(C)(C)C)N2[C@H](COCC2)C)=O ((S)-tert-butyl 2-(4-(3-ethylureido)phenyl)-4-(3-methylmorpholino)-5,6-dihydropyrido[3,4-d]pyrimidine-7(8H)-carboxylate), CC1(OB(OC1(C)C)C=1N=CC(=NC1)N)C (5-(4,4,5,5-tetramethyl-1,3,2-dioxaborolan-2-yl)pyrazin-2-amine), ClC=1N=C(C2=C(N1)CN(C2)C(=O)OCC)N2[C@H](COCC2)C ((S)-ethyl 2-chloro-4-(3-methylmorpholino)-5H-pyrrolo[3,4-d]pyrimidine-6(7H)-carboxylate), ClC=1N=C(C2=C(N1)CN(C2)C(=O)OCC)N2[C@H](COCC2)C ((S)-ethyl 2-chloro-4-(3-methylmorpholino)-5H-pyrrolo[3,4-d]pyrimidine-6(7H)-carboxylate). The reagents and catalysts are C1=CC=C(C=C1)P([C-]2C=CC=C2)C3=CC=CC=C3.C1=CC=C(C=C1)P([C-]2C=CC=C2)C3=CC=CC=C3.Cl[Pd]Cl.[Fe+2] ([1,1′-bis(diphenylphosphino)ferrocene]dichloropalladium(II)). Product: C(C)OC(=O)N1CC=2N=C(N=C(C2C1)N1[C@H](COCC1)C)C1=NC=C(N=C1)NC(=O)NCC ((S)-ethyl-2-(5-(3-ethylureido)pyrazin-2-yl)-4-(3-methylmorpholino)-5H-pyrrolo[3,4-d]pyrimidine-6(7H)-carboxylate). Yield: 58.0%. Reaction SMILES: C(NC(=O)NC1C=CC([C:12]2[N:13]=[C:14]([N:29]3[CH2:34][CH2:33]OC[C@@H]3C)C3C[CH2:20][N:19](C(OC(C)(C)C)=O)[CH2:18][C:16]=3[N:17]=2)=CC=1)C.Cl[C:38]1[N:39]=[C:40]([N:52]2[CH2:57][CH2:56][O:55][CH2:54][C@@H:53]2[CH3:58])[C:41]2[CH2:46][N:45]([C:47]([O:49][CH2:50][CH3:51])=[O:48])[CH2:44][C:42]=2[N:43]=1.CC1(C)C(C)(C)OB(C2N=CC(N)=NC=2)[O:61]1>C1C=CC(P(C2C=CC=CC=2)[C-]2C=CC=C2)=CC=1.C1C=CC(P(C2C=CC=CC=2)[C-]2C=CC=C2)=CC=1.Cl[Pd]Cl.[Fe+2]>[CH2:50]([O:49][C:47]([N:45]1[CH2:46][C:41]2[C:40]([N:52]3[CH2:57][CH2:56][O:55][CH2:54][C@@H:53]3[CH3:58])=[N:39][C:38]([C:18]3[CH:16]=[N:17][C:12]([NH:13][C:14]([NH:29][CH2:34][CH3:33])=[O:61])=[CH:20][N:19]=3)=[N:43][C:42]=2[CH2:44]1)=[O:48])[CH3:51] |f:3.4.5.6|. Procedure: Method as described for intermediate 5 using (S)-ethyl 2-chloro-4-(3-methylmorpholino)-5H-pyrrolo[3,4-d]pyrimidine-6(7H)-carboxylate (intermediate 11), 5-(4,4,5,5-tetramethyl-1,3,2-dioxaborolan-2-yl)pyrazin-2-amine as starting materials, and [1,1′-bis(diphenylphosphino)ferrocene]dichloropalladium(II) as catalyst. The reaction mixture was filtered through a celite 545 pre-packed cartridge (2.5 g), washed with MeOH and solvent removed in vacuo. The residue was purified by flash chromatography usin... Starting materials: CCOC(=O)C=P(c1ccccc1)(c1ccccc1)c1ccccc1, COc1ccc(C(=O)Cl)cc1, ClCCl. Product: CCOC(=O)C(C(=O)c1ccc(OC)cc1)=P(c1ccccc1)(c1ccccc1)c1ccccc1. RXN SMILES: [C:1](=[O:2])([O:3][CH2:4][CH3:5])[CH:6]=[P:7]([c:8]1[cH:9][cH:10][cH:11][cH:12][cH:13]1)([c:14]1[cH:15][cH:16][cH:17][cH:18][cH:19]1)[c:20]1[cH:21][cH:22][cH:23][cH:24][cH:25]1.[C:26]([c:27]1[cH:28][cH:29][c:30]([O:33][CH3:34])[cH:31][cH:32]1)(=[O:35])[Cl:36].[Cl:37][CH2:38][Cl:39]>>[C:1](=[O:2])([O:3][CH2:4][CH3:5])[C:6](=[P:7]([c:8]1[cH:9][cH:10][cH:11][cH:12][cH:13]1)([c:14]1[cH:15][cH:16][cH:17][cH:18][cH:19]1)[c:20]1[cH:21][cH:22][cH:23][cH:24][cH:25]1)[C:26]([c:27]1[cH:28][cH:29][c:30]([O:33][CH3:34])[cH:31][cH:32]1)=[O:35]. Reactants: [Cl-], O=[N+]([O-])c1cc(COc2ccccc2)ccc1Sc1ccc(O)cc1. Product: Nc1cc(COc2ccccc2)ccc1Sc1ccc(O)cc1. RXN SMILES: [Cl-:26].[N+:1]([O-:2])(=[O:3])[c:4]1[c:5]([S:18][c:19]2[cH:20][cH:21][c:22]([OH:25])[cH:23][cH:24]2)[cH:6][cH:7][c:8]([CH2:10][O:11][c:12]2[cH:13][cH:14][cH:15][cH:16][cH:17]2)[cH:9]1>>[NH2:1][c:4]1[c:5]([S:18][c:19]2[cH:20][cH:21][c:22]([OH:25])[cH:23][cH:24]2)[cH:6][cH:7][c:8]([CH2:10][O:11][c:12]2[cH:13][cH:14][cH:15][cH:16][cH:17]2)[cH:9]1. Starting materials: IC1=C(C=CC=2NC=NC21)C (4-Iodo-5-methyl-1H-benzoimidazole), C[Si](C)(C)CCOCCl (SEMCl), [H-].[Na+] (NaH). The solvent is CN(C)C=O (DMF). Run at time 4 hour. The product is IC1=C(C=CC=2N(C=NC21)COCC[Si](C)(C)C)C (4-Iodo-5-methyl-1-(2-trimethylsilanyl-ethoxymethyl)-1H-benzoimidazole). Isolated yield 81.0%. Reaction SMILES: [I:1][C:2]1[C:10]2[N:9]=[CH:8][NH:7][C:6]=2[CH:5]=[CH:4][C:3]=1[CH3:11].[CH3:12][Si:13]([CH2:16][CH2:17][O:18][CH2:19]Cl)([CH3:15])[CH3:14].[H-].[Na+]>CN(C=O)C>[I:1][C:2]1[C:10]2[N:9]=[CH:8][N:7]([CH2:19][O:18][CH2:17][CH2:16][Si:13]([CH3:15])([CH3:14])[CH3:12])[C:6]=2[CH:5]=[CH:4][C:3]=1[CH3:11] |f:2.3|. Reported procedure: To a solution of 4-Iodo-5-methyl-1H-benzoimidazole (100 mg, 0.39 mmol, Example 287: step a) and SEMCl (71 mg 0.43 mmol) in 2 mL of DMF under Ar was added NaH (11 mg, 0.43 mmol). The mixture was stirred at RT for 4 h and purified directly by PTLC (25% EtOAc/hexane) to give 122 mg (81%) of product as a colorless oil: 1H-NMR (CDCl3; 400 MHz) δ 7.95 (s, 1H), 7.37 (d, 1H, J=8.4 Hz), 7.21 (d, 1H, J=8.4 Hz), 5.48 (s, 2H), 3.47 (t, 2H, J=8.3 Hz), 2.59 (s, 3H), 0.89 (t, 2H, J=8.3 Hz), −0.06 (s, 91H). Mas... Reactants: COc1ccc(CN(c2ccccc2)c2cc(Cl)nn3c(Br)cnc23)cc1, [Li]CCCC, C1CCOC1, O=C=O. Yields the product COc1ccc(CN(c2ccccc2)c2cc(Cl)nn3c(C(=O)O)cnc23)cc1. RXN SMILES: [Br:1][c:2]1[cH:3][n:4][c:5]2[n:6]1[n:7][c:8]([Cl:27])[cH:9][c:10]2[N:11]([c:12]1[cH:13][cH:14][cH:15][cH:16][cH:17]1)[CH2:18][c:19]1[cH:20][cH:21][c:22]([O:25][CH3:26])[cH:23][cH:24]1.[CH2:28]([Li:29])[CH2:30][CH2:31][CH3:32].[CH2:36]1[O:37][CH2:38][CH2:39][CH2:40]1.[O:33]=[C:34]=[O:35]>>[c:2]1([C:34](=[O:33])[OH:35])[cH:3][n:4][c:5]2[n:6]1[n:7][c:8]([Cl:27])[cH:9][c:10]2[N:11]([c:12]1[cH:13][cH:14][cH:15][cH:16][cH:17]1)[CH2:18][c:19]1[cH:20][cH:21][c:22]([O:25][CH3:26])[cH:23][cH:24]1. Reactants: C(C)C1(NC(OC1)=O)CO (4-ethyl-4-hydroxymethyl-2-oxazolidinone), C(\C=C\C)(=O)Cl (trans-crotonyl chloride), [Na+].[Cl-] (NaCl). Run in C(Cl)(Cl)Cl (chloroform). The product is C(\C=C\C)(=O)OCC1(NC(OC1)=O)CC (4-(crotonoxymethyl)-4-ethyl-2-oxazolidinone). Reaction SMILES: [CH2:1]([C:3]1([CH2:9][OH:10])[CH2:7][O:6][C:5](=[O:8])[NH:4]1)[CH3:2].[C:11](Cl)(=[O:15])/[CH:12]=[CH:13]/[CH3:14].[Na+].[Cl-]>C(Cl)(Cl)Cl>[C:11]([O:10][CH2:9][C:3]1([CH2:1][CH3:2])[CH2:7][O:6][C:5](=[O:8])[NH:4]1)(=[O:15])/[CH:12]=[CH:13]/[CH3:14] |f:2.3|. Reported procedure: 3.1 grams (0.021 mole) 4-ethyl-4-hydroxymethyl-2-oxazolidinone, prepared identically to that discussed in example 1, 2.3 grams (0.022 mole) trans-crotonyl chloride, and 25 milliliters chloroform were mixed in a one-necked round-bottom flask. The procedure employed was identical to that discussed in example 1. 4.20 grams (98 % of the yield theoretically expected) of pure product was obtained as a clear oil. The product exhibited the following spectral data: 1H NMR (CDCl3) δ0.90(t, 3H J=1.8 Hz), 1... Reactants: C=CC(=O)NC(C)(C)CS(=O)(=O)O, COCCOCCN(CCOCCOC)CCOCCOC, [NH4+]. The product is C=CC(=O)NC(C)(C)CS(=O)(=O)O, [NH4+]. Reaction SMILES: [C:23]([CH:24]=[CH2:25])(=[O:26])[NH:27][C:28]([CH2:29][S:30](=[O:31])(=[O:32])[OH:33])([CH3:34])[CH3:35].[CH3:1][O:2][CH2:3][CH2:4][O:5][CH2:6][CH2:7][N:8]([CH2:9][CH2:10][O:11][CH2:12][CH2:13][O:14][CH3:15])[CH2:16][CH2:17][O:18][CH2:19][CH2:20][O:21][CH3:22].[NH4+:36]>>[C:23]([CH:24]=[CH2:25])(=[O:26])[NH:27][C:28]([CH2:29][S:30](=[O:31])(=[O:32])[OH:33])([CH3:34])[CH3:35].[NH4+:8].